This data is from the Open Reaction Database (ORD), a public repository of structured organic reaction records. The task is: describe an organic reaction: reactants, conditions, products, and yield The reactants are CC(C)CCO, CCOCC, COc1c(Cl)cc2c(N)nc(Cl)nc2c1OC, O=C(C1CCCO1)N1CCNCC1. Yields the product COc1c(Cl)cc2c(N)nc(N3CCN(C(=O)C4CCCO4)CC3)nc2c1OC. Reaction SMILES: [CH2:1]([OH:2])[CH2:3][CH:4]([CH3:5])[CH3:6].[CH2:37]([O:38][CH2:39][CH3:40])[CH3:41].[NH2:7][c:8]1[n:9][c:10]([Cl:23])[n:11][c:12]2[c:13]([O:21][CH3:22])[c:14]([O:19][CH3:20])[c:15]([Cl:18])[cH:16][c:17]12.[O:24]1[CH:25]([C:29](=[O:30])[N:31]2[CH2:32][CH2:33][NH:34][CH2:35][CH2:36]2)[CH2:26][CH2:27][CH2:28]1>>[NH2:7][c:8]1[n:9][c:10]([N:34]2[CH2:33][CH2:32][N:31]([C:29]([CH:25]3[O:24][CH2:28][CH2:27][CH2:26]3)=[O:30])[CH2:36][CH2:35]2)[n:11][c:12]2[c:13]([O:21][CH3:22])[c:14]([O:19][CH3:20])[c:15]([Cl:18])[cH:16][c:17]12.